This data is from the Open Reaction Database (ORD), a public repository of structured organic reaction records. The task is: describe an organic reaction: reactants, conditions, products, and yield Starting materials: COC(C(CC1CCCC1)N1N=CC(=C(C1=O)Cl)Cl)=O (3-cyclopentyl-2-(4,5-dichloro-6-oxo-6H-pyridazin-1-yl)-propionic acid methyl ester), COC(C(CC1CCCC1)N1N=CC(=C(C1=O)Cl)Cl)=O (3-cyclopentyl-2-(4,5-dichloro-6-oxo-6H-pyridazin-1-yl)-propionic acid methyl ester), CC1=NC(=NC(=C1)C)O (4,6-dimethyl-pyrimidin-2-ol), C([O-])([O-])=O.[K+].[K+] (potassium carbonate). The solvent is CN(C=O)C (N,N-dimethylformamide). Reaction conditions: temperature 25 celsius. Product: petroleum ether ethyl acetat, COC(C(CC1CCCC1)N1N=CC(=C(C1=O)Cl)OC1=NC(=CC(=N1)C)C)=O (2-[5-chloro-4-(4,6-dimethyl-pyrimidin-2-yloxy)-6-oxo-6H-pyridazin-1-yl]-3-cyclopentyl-propionic acid methyl ester). Yield: 38.2%. RXN SMILES: [CH3:1][O:2][C:3](=[O:20])[CH:4]([N:11]1[C:16](=[O:17])[C:15]([Cl:18])=[C:14](Cl)[CH:13]=[N:12]1)[CH2:5][CH:6]1[CH2:10][CH2:9][CH2:8][CH2:7]1.[CH3:21][C:22]1[CH:27]=[C:26]([CH3:28])[N:25]=[C:24]([OH:29])[N:23]=1.C(=O)([O-])[O-].[K+].[K+]>CN(C)C=O>[CH3:1][O:2][C:3](=[O:20])[CH:4]([N:11]1[C:16](=[O:17])[C:15]([Cl:18])=[C:14]([O:29][C:24]2[N:25]=[C:26]([CH3:28])[CH:27]=[C:22]([CH3:21])[N:23]=2)[CH:13]=[N:12]1)[CH2:5][CH:6]1[CH2:10][CH2:9][CH2:8][CH2:7]1 |f:2.3.4|. Reported procedure: A solution of 3-cyclopentyl-2-(4,5-dichloro-6-oxo-6H-pyridazin-1-yl)-propionic acid methyl ester (Intermediate 79 step 1, 15.4 g, 48 mmol) in N,N-dimethylformamide (150 mL) was treated with 4,6-dimethyl-pyrimidin-2-ol (5.98 g, 48 mmol) and potassium carbonate (8 g, 58 mmol). The reaction was heated at reflux for 12 h. At this time, the reaction was cooled to 25° C. and concentrated in vacuo. The residue was partitioned between water and methylene chloride. The aqueous layer was back extracted wi... Procedure details: A mixture of crude 2-(trimethylsilyl)ethyl (2S)-2-((3R)-3-((1R)-(2-aminopropoxy)(3-chlorophenyl)methyl)piperidine-1-carboxamido)-3-cyclohexylpropyl(methyl)carbamate (0.1340 g), obtained as, described above, DMAP (0.151 g), DIPEA (2 mL), and methyl chloroformate (0.483 g) in CH2Cl2 was stirred at rt for 2 d. After the reaction mixture was evaporated under reduced pressure, the crude product was purified by reversed-phase HPLC to give 2-(trimethylsilyl)ethyl (S)-2-((R)-3-((R)-(2-(methoxycarbonylam... Reaction SMILES: [NH2:1][CH:2]([CH3:42])[CH2:3][O:4][C@@H:5]([C:35]1[CH:40]=[CH:39][CH:38]=[C:37]([Cl:41])[CH:36]=1)[C@@H:6]1[CH2:11][CH2:10][CH2:9][N:8]([C:12]([NH:14][C@@H:15]([CH2:28][CH:29]2[CH2:34][CH2:33][CH2:32][CH2:31][CH2:30]2)[CH2:16][N:17]([CH3:27])[C:18](=[O:26])[O:19][CH2:20][CH2:21][Si:22]([CH3:25])([CH3:24])[CH3:23])=[O:13])[CH2:7]1.CCN(C(C)C)C(C)C.Cl[C:53]([O:55][CH3:56])=[O:54]>CN(C1C=CN=CC=1)C.C(Cl)Cl>[CH3:56][O:55][C:53]([NH:1][CH:2]([CH3:42])[CH2:3][O:4][C@@H:5]([C:35]1[CH:40]=[CH:39][CH:38]=[C:37]([Cl:41])[CH:36]=1)[C@@H:6]1[CH2:11][CH2:10][CH2:9][N:8]([C:12]([NH:14][C@@H:15]([CH2:28][CH:29]2[CH2:30][CH2:31][CH2:32][CH2:33][CH2:34]2)[CH2:16][N:17]([CH3:27])[C:18](=[O:26])[O:19][CH2:20][CH2:21][Si:22]([CH3:25])([CH3:24])[CH3:23])=[O:13])[CH2:7]1)=[O:54]. Starting materials: NC(CO[C@H]([C@H]1CN(CCC1)C(=O)N[C@H](CN(C(OCC[Si](C)(C)C)=O)C)CC1CCCCC1)C1=CC(=CC=C1)Cl)C (2-(trimethylsilyl)ethyl (2S)-2-((3R)-3-((1R)-(2-aminopropoxy)(3-chlorophenyl)methyl)piperidine-1-carboxamido)-3-cyclohexylpropyl(methyl)carbamate), CCN(C(C)C)C(C)C (DIPEA), ClC(=O)OC (methyl chloroformate). Conditions: time 2 day. Run in C(Cl)Cl (CH2Cl2). The reagents and catalysts are CN(C)C=1C=CN=CC1 (DMAP). The product is COC(=O)NC(CO[C@H]([C@H]1CN(CCC1)C(=O)N[C@H](CN(C(OCC[Si](C)(C)C)=O)C)CC1CCCCC1)C1=CC(=CC=C1)Cl)C (2-(trimethylsilyl)ethyl (S)-2-((R)-3-((R)-(2-(methoxycarbonylamino)propoxy)(3-chlorophenyl)methyl)piperidine-1-carboxamido)-3-cyclohexylpropyl(methyl)carbamate). Product: Cc1nc(Oc2ccccc2)sc1CO. As a reaction SMILES: [Al+3:20].[CH2:28]1[O:29][CH2:30][CH2:31][CH2:32]1.[CH3:1][c:2]1[n:3][c:4]([O:12][c:13]2[cH:14][cH:15][cH:16][cH:17][cH:18]2)[s:5][c:6]1[C:7](=[O:8])[O:9][CH2:10][CH3:11].[H-:19].[H-:22].[H-:23].[H-:24].[Li+:21].[Na+:27].[OH-:26].[OH2:25]>>[CH3:1][c:2]1[n:3][c:4]([O:12][c:13]2[cH:14][cH:15][cH:16][cH:17][cH:18]2)[s:5][c:6]1[CH2:7][OH:8]. Starting materials: [Al+3], C1CCOC1, CCOC(=O)c1sc(Oc2ccccc2)nc1C, [H-], [H-], [H-], [H-], [Li+], [Na+], [OH-], O. Procedure details: A mixture of 33.26 g of 8-([1,1'-biphenyl]-4-yl-oxy)-1-octanol, 23.37 g of tosyl chloride and 200 ml of pyridine was allowed to stand in a refrigerator overnight. Then water was added, the solid collected, washed with water and dissolved in chloroform. This solution was washed with dilute hydrochloric acid then saturated aqueous sodium bicarbonate, dried and the solvent removed, giving the desired compound as a white solid. As a reaction SMILES: [C:1]1([C:17]2[CH:22]=[CH:21][CH:20]=[CH:19][CH:18]=2)[CH:6]=[CH:5][C:4]([O:7][CH2:8][CH2:9][CH2:10][CH2:11][CH2:12][CH2:13][CH2:14][CH2:15]O)=[CH:3][CH:2]=1.[S:23](Cl)([C:26]1[CH:32]=[CH:31][C:29]([CH3:30])=[CH:28][CH:27]=1)(=[O:25])=[O:24].N1C=CC=CC=1>O>[CH3:30][C:29]1[CH:31]=[CH:32][C:26]([S:23]([CH2:15][CH2:14][CH2:13][CH2:12][CH2:11][CH2:10][CH2:9][CH2:8][O:7][C:4]2[CH:5]=[CH:6][C:1]([C:17]3[CH:22]=[CH:21][CH:20]=[CH:19][CH:18]=3)=[CH:2][CH:3]=2)(=[O:25])=[O:24])=[CH:27][CH:28]=1. Run in O (water). Product: CC1=CC=C(C=C1)S(=O)(=O)CCCCCCCCOC1=CC=C(C=C1)C1=CC=CC=C1 (4-[[8-[(4-Methylphenyl)sulfonyl]octyl]oxy]-1,1-biphenyl). Reactants: C1(=CC=C(C=C1)OCCCCCCCCO)C1=CC=CC=C1 (8-([1,1'-biphenyl]-4-yl-oxy)-1-octanol), S(=O)(=O)(C1=CC=C(C)C=C1)Cl (tosyl chloride), N1=CC=CC=C1 (pyridine). Starting materials: CCNCC, CCCCO, OCCCCc1ccc(O)c(-n2nc3ccccc3n2)c1. The product is CCN(CC)Cc1cc(CCCCO)cc(-n2nc3ccccc3n2)c1O. Reaction SMILES: [CH2:22]([CH3:23])[NH:24][CH2:25][CH3:26].[CH2:27]([OH:28])[CH2:29][CH2:30][CH3:31].[n:1]1[n:2](-[c:10]2[c:11]([OH:21])[cH:12][cH:13][c:14]([CH2:16][CH2:17][CH2:18][CH2:19][OH:20])[cH:15]2)[n:3][c:4]2[c:5]1[cH:6][cH:7][cH:8][cH:9]2>>[n:1]1[n:2](-[c:10]2[c:11]([OH:21])[c:12]([CH2:27][N:24]([CH2:22][CH3:23])[CH2:25][CH3:26])[cH:13][c:14]([CH2:16][CH2:17][CH2:18][CH2:19][OH:20])[cH:15]2)[n:3][c:4]2[c:5]1[cH:6][cH:7][cH:8][cH:9]2. Starting materials: FC=1C(=CC2=C(C1)C1(C(NC3=CC=CC=C13)=O)CO2)OC (5-fluoro-6-methoxyspiro[1-benzofuran-3,3′-indol]-2′(1′H)-one), BrCC1OCCCC1 (2-(bromomethyl)tetrahydro-2H-pyran), 5,6-dihydrospiro[benzo[1,2-b:5,4-b′]difuran-3,3′-indol]-2″(1′H)-one, CC1=CC=C(C=C1)S(=O)(=O)OC[C@@H]1OCCC1 ((R)-(tetrahydrofuran-2-yl)methyl 4-methylbenzenesulfonate). The product is FC=1C(=CC2=C(C1)C1(C(N(C3=CC=CC=C13)C[C@@H]1OCCC1)=O)CO2)OC (5-fluoro-6-methoxy-1′-[(2R)-tetrahydrofuran-2-ylmethyl]spiro[1-benzofuran-3,3′-indol]-2′(1′H)-one). RXN SMILES: [F:1][C:2]1[C:3]([O:20][CH3:21])=[CH:4][C:5]2[O:19][CH2:18][C:8]3([C:16]4[C:11](=[CH:12][CH:13]=[CH:14][CH:15]=4)[NH:10][C:9]3=[O:17])[C:6]=2[CH:7]=1.CC1C=CC(S(O[CH2:33][C@H:34]2[CH2:38][CH2:37][CH2:36][O:35]2)(=O)=O)=CC=1.BrCC1CCCCO1>>[F:1][C:2]1[C:3]([O:20][CH3:21])=[CH:4][C:5]2[O:19][CH2:18][C:8]3([C:16]4[C:11](=[CH:12][CH:13]=[CH:14][CH:15]=4)[N:10]([CH2:33][C@H:34]4[CH2:38][CH2:37][CH2:36][O:35]4)[C:9]3=[O:17])[C:6]=2[CH:7]=1. Procedure: Following the procedure as described in EXAMPLE 4 and making non-critical variations using 5-fluoro-6-methoxyspiro[1-benzofuran-3,3′-indol]-2′(1′H)-one to replace 5,6-dihydrospiro[benzo[1,2-b:5,4-b′]difuran-3,3′-indol]-2″(1′H)-one, and (R)-(tetrahydrofuran-2-yl)methyl 4-methylbenzenesulfonate to replace 2-(bromomethyl)tetrahydro-2H-pyran, 5-fluoro-6-methoxy-1′-[(2R)-tetrahydrofuran-2-ylmethyl]spiro[1-benzofuran-3,3′-indol]-2′(1′H)-one was obtained (42%) as a colorless solid: mp 106-116° C.; 1H N... Reactants: CCCC(NC(c1ccc(Br)cc1)C(F)(F)F)C(=O)NC1(C#N)CC1, CS(=O)(=O)c1ccc(B(O)O)cc1, CCOC(C)=O, ClCCl, [K+], [K+], O=C([O-])[O-], CN(C)C=O. Yields the product CCCC(NC(c1ccc(-c2ccc(S(C)(=O)=O)cc2)cc1)C(F)(F)F)C(=O)NC1(C#N)CC1. RXN SMILES: [Br:1][c:2]1[cH:3][cH:4][c:5]([CH:8]([C:9]([F:10])([F:11])[F:12])[NH:13][CH:14]([CH2:15][CH2:16][CH3:17])[C:18](=[O:19])[NH:20][C:21]2([C:24]#[N:25])[CH2:22][CH2:23]2)[cH:6][cH:7]1.[CH3:26][S:27](=[O:28])(=[O:29])[c:30]1[cH:31][cH:32][c:33]([B:36]([OH:37])[OH:38])[cH:34][cH:35]1.[CH3:53][CH2:54][O:55][C:56](=[O:57])[CH3:58].[Cl:45][CH2:46][Cl:47].[K+:39].[K+:40].[O-:41][C:42]([O-:43])=[O:44].[O:48]=[CH:49][N:50]([CH3:51])[CH3:52]>>[c:2]1(-[c:33]2[cH:32][cH:31][c:30]([S:27]([CH3:26])(=[O:28])=[O:29])[cH:35][cH:34]2)[cH:3][cH:4][c:5]([CH:8]([C:9]([F:10])([F:11])[F:12])[NH:13][CH:14]([CH2:15][CH2:16][CH3:17])[C:18](=[O:19])[NH:20][C:21]2([C:24]#[N:25])[CH2:22][CH2:23]2)[cH:6][cH:7]1.